Dataset: the Open Reaction Database (ORD), a public repository of structured organic reaction records. Task: describe an organic reaction: reactants, conditions, products, and yield Reactants: solid, ClC1=CC(=C(C=C1)C1=NC2=C(N1CC1=CC=C(C=C1)CCC(=O)O)C=C(C(=C2)F)F)OCC2CCCC2 (3-{4-[2-(4-Chloro-2-cyclopentylmethoxy-phenyl)-5,6-difluoro-benzoimidazol-1-ylmethyl]-phenyl}-propionic acid), ClC1=CC(=C(C=C1)C1=NC2=C(N1CC1=CC=C(C=C1)CCC(=O)O)C=C(C(=C2)F)F)OCC2CCCC2 (3-{4-[2-(4-Chloro-2-cyclopentylmethoxy-phenyl)-5,6-difluoro-benzoimidazol-1-ylmethyl]-phenyl}-propionic acid), BrCC1CC1 (bromomethyl-cyclopropane). The product is COC(CCC1=CC=C(C=C1)CN1C(=NC2=C1C=C(C(=C2)F)F)C2=C(C=C(C=C2)Cl)OCC2CC2)=O (3-{4-[2-(4-Chloro-2-cyclopropylmethoxy-phenyl)-5,6-difluoro-benzoimidazol-1-ylmethyl]-phenyl}-propionic acid methyl ester). As a reaction SMILES: [Cl:1][C:2]1[CH:7]=[CH:6][C:5]([C:8]2[N:12]([CH2:13][C:14]3[CH:19]=[CH:18][C:17]([CH2:20][CH2:21][C:22]([OH:24])=[O:23])=[CH:16][CH:15]=3)[C:11]3[CH:25]=[C:26]([F:30])[C:27]([F:29])=[CH:28][C:10]=3[N:9]=2)=[C:4]([O:31][CH2:32][CH:33]2CC[CH2:35][CH2:34]2)[CH:3]=1.Br[CH2:39]C1CC1>>[CH3:39][O:24][C:22](=[O:23])[CH2:21][CH2:20][C:17]1[CH:18]=[CH:19][C:14]([CH2:13][N:12]2[C:11]3[CH:25]=[C:26]([F:30])[C:27]([F:29])=[CH:28][C:10]=3[N:9]=[C:8]2[C:5]2[CH:6]=[CH:7][C:2]([Cl:1])=[CH:3][C:4]=2[O:31][CH2:32][CH:33]2[CH2:35][CH2:34]2)=[CH:15][CH:16]=1. Procedure details: The title compound was prepared in analogy to Example 19, from 3-{4-[2-(4-chloro-2-hydroxy-phenyl)-5,6-difluoro-benzoimidazol-1-ylmethyl]-phenyl}-propionic acid methyl ester (Example 59, intermediate b) and bromomethyl-cyclopropane (CAS Reg. No. 7051-34-5). Brown solid (54%). MS (Turbo Spray): m/z=511.2 (M+H). Starting materials: CC(C)c1nnc(CCNC(=O)OC(C)(C)C)o1, ClCCl, O=C(O)C(F)(F)F. The product is CC(C)c1nnc(CCN)o1. Reaction SMILES: [CH:1]([CH3:2])([CH3:3])[c:4]1[n:5][n:6][c:7]([CH2:9][CH2:10][NH:11][C:12](=[O:13])[O:14][C:15]([CH3:16])([CH3:17])[CH3:18])[o:8]1.[Cl:26][CH2:27][Cl:28].[OH:19][C:20]([C:21]([F:22])([F:23])[F:24])=[O:25]>>[CH:1]([CH3:2])([CH3:3])[c:4]1[n:5][n:6][c:7]([CH2:9][CH2:10][NH2:11])[o:8]1. Reactants: C[O-].[Na+] (sodium methoxide), C(C)(C)(C)OC(CC1=CC2=CC=C(C=C2C(=C1C)OC(C)=O)F)=O ((4-acetoxy-6-fluoro-3-methyl-naphthalen-2-yl)-acetic acid tert-butyl ester), Cl (hydrochloric acid). Solvent: CO (methanol). Conditions: time 20 minute. Yields the product C(C)(C)(C)OC(CC1=CC2=CC=C(C=C2C(=C1C)O)F)=O ((6-Fluoro-4-hydroxy-3-methyl-naphthalen-2-yl)-acetic acid tert-butyl ester). Yield: 95.5%. Reaction SMILES: [C:1]([O:5][C:6](=[O:24])[CH2:7][C:8]1[C:17]([CH3:18])=[C:16]([O:19]C(=O)C)[C:15]2[C:10](=[CH:11][CH:12]=[C:13]([F:23])[CH:14]=2)[CH:9]=1)([CH3:4])([CH3:3])[CH3:2].C[O-].[Na+].Cl>CO>[C:1]([O:5][C:6](=[O:24])[CH2:7][C:8]1[C:17]([CH3:18])=[C:16]([OH:19])[C:15]2[C:10](=[CH:11][CH:12]=[C:13]([F:23])[CH:14]=2)[CH:9]=1)([CH3:4])([CH3:2])[CH3:3] |f:1.2|. Procedure details: To a mixture of the above prepared (4-acetoxy-6-fluoro-3-methyl-naphthalen-2-yl)-acetic acid tert-butyl ester (28.4 g, 85.44 mmol) in 140 mL of methanol was added sodium methoxide (25% solution in methanol, 23.44 mL, 102.5 mmol) rapidly dropwise. The resulting reaction mixture was stirred at room temperature for 20 minutes, when HPLC analysis indicated a completed reaction. The mixture was cooled to 0° C., and then acidified to pH 2 with 1N hydrochloric acid solution (111.1 mL, 111.1 mmol). The ... Reactants: O (water), CC1=NC=CC(=C1)C1=CC=C(C=C1)CC(=O)NC1=NC=C(C=C1)N1CCNCC1 (2-(4-(2-methylpyridin-4-yl)phenyl)-N-(5-(piperazin-1-yl)pyridin-2-yl)acetamide), BrCC#N (2-bromoacetonitrile), C([O-])([O-])=O.[K+].[K+] (Potassium Carbonate). Run in CN(C)C=O (DMF). Run at time 8 hour. The product is C(#N)CN1CCN(CC1)C=1C=CC(=NC1)NC(CC1=CC=C(C=C1)C1=CC(=NC=C1)C)=O (N-(5-(4-(cyanomethyl)piperazin-1-yl)pyridin-2-yl)-2-(4-(2-methylpyridin-4-yl)phenyl)acetamide). As a reaction SMILES: [CH3:1][C:2]1[CH:7]=[C:6]([C:8]2[CH:13]=[CH:12][C:11]([CH2:14][C:15]([NH:17][C:18]3[CH:23]=[CH:22][C:21]([N:24]4[CH2:29][CH2:28][NH:27][CH2:26][CH2:25]4)=[CH:20][N:19]=3)=[O:16])=[CH:10][CH:9]=2)[CH:5]=[CH:4][N:3]=1.Br[CH2:31][C:32]#[N:33].C(=O)([O-])[O-].[K+].[K+].O>CN(C=O)C>[C:32]([CH2:31][N:27]1[CH2:28][CH2:29][N:24]([C:21]2[CH:22]=[CH:23][C:18]([NH:17][C:15](=[O:16])[CH2:14][C:11]3[CH:12]=[CH:13][C:8]([C:6]4[CH:5]=[CH:4][N:3]=[C:2]([CH3:1])[CH:7]=4)=[CH:9][CH:10]=3)=[N:19][CH:20]=2)[CH2:25][CH2:26]1)#[N:33] |f:2.3.4|. Reported procedure: A mixture of 2-(4-(2-methylpyridin-4-yl)phenyl)-N-(5-(piperazin-1-yl)pyridin-2-yl)acetamide 131-1 (39 mg, 0.10 mmol), 2-bromoacetonitrile (8 uL, 0.12 mmol) and Potassium Carbonate (28 mg, 0.20 mmol) in DMF (1 mL) was stirred at room temperature overnight. The mixture was poured into water (5 ml) and extracted with ethyl acetate (5 mL×3). The combined organic phases were dried over Na2SO4 and concentrated. The crude product was purified by reverse phase HPLC to give N-(5-(4-(cyanomethyl)piperazin... Starting materials: [H-].[H-].[H-].[H-].[Li+].[Al+3] (LAH), FC1=CC=C(C=C1)C1=C(N=C/2N1CCC\C2=C/C2=CC(=C(C=C2)N2C=NC(=C2)C)OC)C(=O)OC (methyl 3-(4-fluorophenyl)-8-{1-[3-methoxy-4-(4-methyl-1H-imidazol-1-yl)phenyl]-(E)-methylidene}-5,6,7,8-tetrahydroimidazo[1,2-a]pyridine-2-carboxylate), C(C)(=O)OCC (Ethyl acetate), O (water). The solvent is C1CCOC1 (THF). Run at temperature 0 celsius, time 1 hour. The product is FC1=CC=C(C=C1)C1=C(N=C/2N1CCC\C2=C/C2=CC(=C(C=C2)N2C=NC(=C2)C)OC)CO ({3-(4-fluorophenyl)-8-{1-[3-methoxy-4-(4-methyl-1H-imidazol-1-yl)phenyl]-(E)-methylidene}-5,6,7,8-tetrahydroimidazo[1,2-a]pyridin-2-yl}methanol). Yield: 30.9%. RXN SMILES: [H-].[H-].[H-].[H-].[Li+].[Al+3].[F:7][C:8]1[CH:13]=[CH:12][C:11]([C:14]2[N:18]3[CH2:19][CH2:20][CH2:21]/[C:22](=[CH:23]\[C:24]4[CH:29]=[CH:28][C:27]([N:30]5[CH:34]=[C:33]([CH3:35])[N:32]=[CH:31]5)=[C:26]([O:36][CH3:37])[CH:25]=4)/[C:17]3=[N:16][C:15]=2[C:38](OC)=[O:39])=[CH:10][CH:9]=1.C(OCC)(=O)C.O>C1COCC1>[F:7][C:8]1[CH:9]=[CH:10][C:11]([C:14]2[N:18]3[CH2:19][CH2:20][CH2:21]/[C:22](=[CH:23]\[C:24]4[CH:29]=[CH:28][C:27]([N:30]5[CH:34]=[C:33]([CH3:35])[N:32]=[CH:31]5)=[C:26]([O:36][CH3:37])[CH:25]=4)/[C:17]3=[N:16][C:15]=2[CH2:38][OH:39])=[CH:12][CH:13]=1 |f:0.1.2.3.4.5|. Reported procedure: LAH (7 mg) was added to a solution of methyl 3-(4-fluorophenyl)-8-{1-[3-methoxy-4-(4-methyl-1H-imidazol-1-yl)phenyl]-(E)-methylidene}-5,6,7,8-tetrahydroimidazo[1,2-a]pyridine-2-carboxylate (86 mg) in THF (3 mL), and the reaction solution was stirred at 0° C. for one hour. Ethyl acetate and water were added to the reaction solution, and the organic layer was separated. The resulting organic layer was dried over anhydrous magnesium sulfate and then concentrated under reduced pressure. The residue ...